The task is: describe an organic reaction: reactants, conditions, products, and yield. This data is from the Open Reaction Database (ORD), a public repository of structured organic reaction records. Product: CCOC(=O)C1OC(c2ccc3c(c2)OCO3)OC1C(=O)OCC. Reaction SMILES: [C:33](=[O:34])([O:35][CH2:36][CH3:37])[CH:38]([OH:39])[CH:40]([OH:41])[C:42](=[O:43])[O:44][CH2:45][CH3:46].[CH3:47][c:48]1[cH:49][cH:50][cH:51][cH:52][cH:53]1.[CH:12]([O:13][CH2:14][CH3:15])([O:16][CH2:17][CH3:18])[O:19][CH2:20][CH3:21].[CH:1](=[O:2])[c:3]1[cH:4][cH:5][c:6]2[c:10]([cH:11]1)[O:9][CH2:8][O:7]2.[c:22]1([CH3:23])[cH:24][cH:25][c:26]([S:27]([OH:28])(=[O:29])=[O:30])[cH:31][cH:32]1>>[CH:1]1([c:3]2[cH:4][cH:5][c:6]3[c:10]([cH:11]2)[O:9][CH2:8][O:7]3)[O:2][CH:38]([C:33](=[O:34])[O:35][CH2:36][CH3:37])[CH:40]([C:42](=[O:43])[O:44][CH2:45][CH3:46])[O:41]1. The reactants are CCOC(=O)C(O)C(O)C(=O)OCC, Cc1ccccc1, CCOC(OCC)OCC, O=Cc1ccc2c(c1)OCO2, Cc1ccc(S(=O)(=O)O)cc1.